describe an organic reaction: reactants, conditions, products, and yield From a dataset of the Open Reaction Database (ORD), a public repository of structured organic reaction records. Reactants: CN(C)CC(=O)O, C(=NC1CCCCC1)=NC1CCCCC1, O=C1C(c2ccccc2)N(c2ccccc2)C(=O)N1CO, c1ccncc1. Product: CN(C)CC(=O)OCN1C(=O)C(c2ccccc2)N(c2ccccc2)C1=O. Reaction SMILES: [CH3:22][N:23]([CH3:24])[CH2:25][C:26]([OH:27])=[O:28].[CH:29]1([N:30]=[C:31]=[N:32][CH:33]2[CH2:34][CH2:35][CH2:36][CH2:37][CH2:38]2)[CH2:39][CH2:40][CH2:41][CH2:42][CH2:43]1.[OH:1][CH2:2][N:3]1[C:4](=[O:21])[N:5]([c:15]2[cH:16][cH:17][cH:18][cH:19][cH:20]2)[CH:6]([c:9]2[cH:10][cH:11][cH:12][cH:13][cH:14]2)[C:7]1=[O:8].[cH:44]1[cH:45][cH:46][n:47][cH:48][cH:49]1>>[O:1]([CH2:2][N:3]1[C:4](=[O:21])[N:5]([c:15]2[cH:16][cH:17][cH:18][cH:19][cH:20]2)[CH:6]([c:9]2[cH:10][cH:11][cH:12][cH:13][cH:14]2)[C:7]1=[O:8])[C:26]([CH2:25][N:23]([CH3:22])[CH3:24])=[O:27]. Starting materials: C(CCC)OC(=O)Cl (butyl-chloroformate), CC(C)([O-])C.[K+] (potassium-tert-butoxide), C(C)(C)(C)C1=CC=C(C=C1)CC(=COC(C)=O)C (acetic acid 3-(4-tert-butyl-phenyl)-2- methyl-propenyl ester). Solvent: C1CCOC1 (THF), C1CCOC1 (THF), CCOCC (ether). Reaction conditions: time 60 minute. The product is C(C)(C)(C)C1=CC=C(C=C1)CC(=COC(OCCCC)=O)C (Carbonic acid butyl ester 3-(4-tert-butyl-phenyl)-2-methyl- propenyl ester). Reaction SMILES: [C:1]([C:5]1[CH:10]=[CH:9][C:8]([CH2:11][C:12]([CH3:18])=[CH:13][O:14][C:15](=[O:17])C)=[CH:7][CH:6]=1)([CH3:4])([CH3:3])[CH3:2].CC(C)([O-:22])C.[K+].[CH2:25](OC(Cl)=O)[CH2:26][CH2:27][CH3:28]>C1COCC1.CCOCC>[C:1]([C:5]1[CH:10]=[CH:9][C:8]([CH2:11][C:12]([CH3:18])=[CH:13][O:14][C:15](=[O:22])[O:17][CH2:25][CH2:26][CH2:27][CH3:28])=[CH:7][CH:6]=1)([CH3:4])([CH3:3])[CH3:2] |f:1.2|. Reported procedure: A solution of 40.0 g acetic acid 3-(4-tert-butyl-phenyl)-2- methyl-propenyl ester in 250 ml of THF was cooled to −70° C. A solution of 25.0 g potassium-tert-butoxide in 100 ml of THF was added at −70° C. during 35 min. and the resulting reaction mixture was stirred for 60 min. at the same temperature. 23.3 g butyl-chloroformate was dropped in during 40 min. and the reaction mixture was stirred for another 90 min. at −70° C. Then the reaction mixture was diluted with ether, washed with saturated ... Reactants: COCCO[AlH2-]OCCOC, O=C1NCCc2c(F)cccc21, [Na+], C1CCOC1, O. Yields the product Fc1cccc2c1CCNC2. Reaction SMILES: [CH3:14][O:15][CH2:16][CH2:17][O:18][AlH2-:19][O:20][CH2:21][CH2:22][O:23][CH3:24].[F:1][c:2]1[c:3]2[c:8]([cH:9][cH:10][cH:11]1)[C:7](=[O:12])[NH:6][CH2:5][CH2:4]2.[Na+:13].[O:26]1[CH2:27][CH2:28][CH2:29][CH2:30]1.[OH2:25]>>[F:1][c:2]1[c:3]2[c:8]([cH:9][cH:10][cH:11]1)[CH2:7][NH:6][CH2:5][CH2:4]2. Reactants: BrC=1C=CC(=C(C1)C(CN(C)OC)=O)Cl (1-(5-bromo-2-chlorophenyl)-2-[methoxy(methyl)amino]ethanone), Br[Mg]C1=CC=C(C=C1)OC(F)(F)F (bromo-[4-(trifluoromethoxy)phenyl]magnesium). The solvent is O1CCCC1 (tetrahydrofuran). Run at temperature 0 celsius, time 4 hour. Product: BrC=1C=CC(=C(C1)C(=O)C1=CC=C(C=C1)OC(F)(F)F)Cl ((5-bromo-2-chloro-phenyl)-[4-(trifluoromethoxy)phenyl]methanone). Yield: 41.1%. Reaction SMILES: [Br:1][C:2]1[CH:3]=[CH:4][C:5]([Cl:15])=[C:6]([C:8](=[O:14])[CH2:9]N(OC)C)[CH:7]=1.Br[Mg]C1[CH:23]=[CH:22][C:21]([O:24][C:25]([F:28])([F:27])[F:26])=[CH:20][CH:19]=1>O1CCCC1>[Br:1][C:2]1[CH:3]=[CH:4][C:5]([Cl:15])=[C:6]([C:8]([C:9]2[CH:23]=[CH:22][C:21]([O:24][C:25]([F:28])([F:27])[F:26])=[CH:20][CH:19]=2)=[O:14])[CH:7]=1. Procedure details: To the solution of 1-(5-bromo-2-chlorophenyl)-2-[methoxy(methyl)amino]ethanone 15b (0.74 g, 2.65 mmol) in dry tetrahydrofuran (10 mL) was added bromo-[4-(trifluoromethoxy)phenyl]magnesium 15d afforded from the last step at 0° C. under N2. The resulting mixture was stirred at 0° C. for 4 hours. The reaction mixture was quenched with 20 mL of saturated brine, and then 20 mL of water and 40 mL of ethyl acetate were added in turn. The mixture was partitioned. The aqueous layer was extracted with eth... Starting materials: FC(C(OC(C(C(F)(F)F)(OC(C(C(F)(F)F)(F)F)(F)F)F)(F)F)F)(OC1=CC=C(C=C1)CO)F ((4-(1,1,2-trifluoro-2-(1,1,2,3,3,3-hexafluoro-2-(perfluoropropoxy)propoxy)ethoxy)phenyl)methanol), C(C(=C)C)(=O)OC (methyl methacrylate). Reagents/catalysts: CCCCO.CCCCO.CCCCO.CCCCO.[Ti] (Titanium(iv) n-butoxide). The product is C(C(=C)C)(=O)OCC1=CC=C(C=C1)OC(C(OC(C(C(F)(F)F)(OC(C(C(F)(F)F)(F)F)(F)F)F)(F)F)F)(F)F (4-(1,1,2-trifluoro-2-(1,1,2,3,3,3-hexafluoro-2-(perfluoropropoxy)propoxy)ethoxy)benzyl methacrylate). Reaction SMILES: [F:1][C:2]([F:35])([O:26][C:27]1[CH:32]=[CH:31][C:30]([CH2:33][OH:34])=[CH:29][CH:28]=1)[CH:3]([F:25])[O:4][C:5]([F:24])([F:23])[C:6]([F:22])([O:11][C:12]([F:21])([F:20])[C:13]([F:19])([F:18])[C:14]([F:17])([F:16])[F:15])[C:7]([F:10])([F:9])[F:8].[C:36](OC)(=[O:40])[C:37]([CH3:39])=[CH2:38]>CCCCO.CCCCO.CCCCO.CCCCO.[Ti]>[C:36]([O:34][CH2:33][C:30]1[CH:29]=[CH:28][C:27]([O:26][C:2]([F:35])([F:1])[CH:3]([F:25])[O:4][C:5]([F:23])([F:24])[C:6]([F:22])([O:11][C:12]([F:20])([F:21])[C:13]([F:18])([F:19])[C:14]([F:15])([F:17])[F:16])[C:7]([F:10])([F:9])[F:8])=[CH:32][CH:31]=1)(=[O:40])[C:37]([CH3:39])=[CH2:38] |f:2.3.4.5.6|. Procedure: In the dry box, the (4-(1,1,2-trifluoro-2-(1,1,2,3,3,3-hexafluoro-2-(perfluoropropoxy)propoxy)ethoxy)phenyl)methanol (36.5 g, 0.656 mol) and methyl methacrylate (40.0 g, 0.40 mol) were added to a round bottom flask equipped with a stirrer. Titanium(iv) n-butoxide (0.50 mL) was then added to the round bottom flask. The reaction was placed in an oil bath and heated to reflux over about 3 hours. Then the reaction product was distilled to remove excess methyl methacrylate. The content was analyzed b... The reactants are O1CCN(CC1)CCOCCO (2-(2-morpholinoethoxy)ethanol), N(=NC(=O)OCC)C(=O)OCC (Diethyl azodicarboxylate), BrC1=CC(=C(NC2=NC=NC3=CC(=C(C=C23)OC)O)C=C1)F (4-(4-bromo-2-fluoroanilino)-7-hydroxy-6-methoxyquinazoline), C(Cl)Cl (methylene chloride), C1(=CC=CC=C1)P(C1=CC=CC=C1)C1=CC=CC=C1 (triphenylphosphine). Conditions: time 3.5 hour. Product: Cl.N1=CN=CC2=CC=CC=C12 (quinazoline hydrochloride). Yield: 49.0%. Reaction SMILES: N(C(OCC)=O)=NC(OCC)=O.BrC1C=CC(N[C:19]2[C:28]3[C:23](=[CH:24][C:25](O)=[C:26](OC)[CH:27]=3)[N:22]=[CH:21][N:20]=2)=C(F)C=1.C1(P(C2C=CC=CC=2)C2C=CC=CC=2)C=CC=CC=1.O1CCN(CCOCCO)CC1.C(Cl)[Cl:67]>>[ClH:67].[N:22]1[C:23]2[C:28](=[CH:27][CH:26]=[CH:25][CH:24]=2)[CH:19]=[N:20][CH:21]=1 |f:5.6|. Procedure: Diethyl azodicarboxylate (378 μl, 2.4 mmol) was added dropwise to a mixture of 4-(4-bromo-2-fluoroanilino)-7-hydroxy-6-methoxyquinazoline (292 mg, 0.8 mmol), (prepared as described for the starting material in Example 48), triphenylphosphine (629 mg, 2.4 mmol) and 2-(2-morpholinoethoxy)ethanol (196 mg, 1.12 mmol), (prepared as described for the starting material in Example 53), in methylene chloride (10 ml) under nitrogen. The mixture was stirred for 3.5 hours at ambient temperature and the mixt... Starting materials: C(=O)C1=CC2=CC=CC=C2C2=C1OC1(C=N2)N(C2=CC=C(C=C2C1(C)C)OC)C (5'-Formyl-5-methoxy-1,3,3-trimethylspiro[indoline-2,3'-[3H]-naphtho[2,1-b][1,4]oxazine]), C(CC#N)#N (malononitrile). Yields the product C(#N)C(=CC1=CC2=CC=CC=C2C2=C1OC1(C=N2)N(C2=CC=C(C=C2C1(C)C)OC)C)C#N (5'-(2,2-Dicyanovinyl)-5-methoxy-1,3,3-trimethylspiro-[indoline-2,3'-[3H]-naphtho[2,1-b][1,4]oxazine]). As a reaction SMILES: [CH:1]([C:3]1[C:12]2[O:13][C:14]3([C:24]([CH3:26])([CH3:25])[C:23]4[C:18](=[CH:19][CH:20]=[C:21]([O:27][CH3:28])[CH:22]=4)[N:17]3[CH3:29])[CH:15]=[N:16][C:11]=2[C:10]2[C:5](=[CH:6][CH:7]=[CH:8][CH:9]=2)[CH:4]=1)=O.[C:30](#[N:34])[CH2:31][C:32]#[N:33]>>[C:32]([C:31]([C:30]#[N:34])=[CH:1][C:3]1[C:12]2[O:13][C:14]3([C:24]([CH3:26])([CH3:25])[C:23]4[C:18](=[CH:19][CH:20]=[C:21]([O:27][CH3:28])[CH:22]=4)[N:17]3[CH3:29])[CH:15]=[N:16][C:11]=2[C:10]2[C:5](=[CH:6][CH:7]=[CH:8][CH:9]=2)[CH:4]=1)#[N:33]. Procedure details: This compound is prepared according to the method employed for Example 10, from 0.39 g (1 mmol) of the compound of Example 2 and from 0.13 g (2 mmol) of malononitrile.